From a dataset of the Open Reaction Database (ORD), a public repository of structured organic reaction records. describe an organic reaction: reactants, conditions, products, and yield Starting materials: ClC=1N=C2SC=CN2C1S(=O)(=O)Cl (6-Chloro-imidazo[2,1-b]thiazole-5-sulfonyl chloride), [OH-].[NH4+] (ammoniumhydroxide). Run in C(C)#N (acetonitrile). Reaction conditions: temperature 0 celsius, time 10 minute. Product: ClC=1N=C2SC=CN2C1S(=O)(=O)N (6-chloro-imidazo[2,1-b]thiazole-5-sulfonic acid amide). Yield: 0.7%. RXN SMILES: [Cl:1][C:2]1[N:3]=[C:4]2[N:8]([C:9]=1[S:10](Cl)(=[O:12])=[O:11])[CH:7]=[CH:6][S:5]2.[OH-].[NH4+:15]>C(#N)C>[Cl:1][C:2]1[N:3]=[C:4]2[N:8]([C:9]=1[S:10]([NH2:15])(=[O:12])=[O:11])[CH:7]=[CH:6][S:5]2 |f:1.2|. Procedure: 2 g (1 mol equiv.) 6-Chloro-imidazo[2,1-b]thiazole-5-sulfonyl chloride was dissolved in 20 mL acetonitrile and cooled to 0° C. Dropwise, 3.7 mL (3 mol equiv.) ammoniumhydroxide was added and the reaction mixture was stirred at room temperature for 10 min, during which a white precipitate was formed. Volatiles were removed under reduced pressure, and the solid residue was washed with water and dried in vacuo affording 1.62 g (88%) 6-chloro-imidazo[2,1-b]thiazole-5-sulfonic acid amide. 1H NMR (400...